From a dataset of the Open Reaction Database (ORD), a public repository of structured organic reaction records. describe an organic reaction: reactants, conditions, products, and yield The reactants are C(C1=CC=CC=C1)N1CC(CC1)OC(=O)N1CCC(CC1)OC1=NC=NC(=C1)N1CCC2=CC(=CC=C12)S(=O)(=O)C (4-[6-(5-Methanesulfonyl-2,3-dihydro-indol-1-yl)-pyrimidin-4-yloxy]-piperidine-1-carboxylic acid 1-benzyl-pyrrolidin-3-yl ester), [H][H] (hydrogen). Reagents/catalysts: [Pd] (Pd/C). Solvent: C(C)O (ethanol). Product: N1CC(CC1)OC(=O)N1CCC(CC1)OC1=NC=NC(=C1)N1CCC2=CC(=CC=C12)S(=O)(=O)C (4-[6-(5-Methanesulfonyl-2,3-dihydro-indol-1-yl)-pyrimidin-4-yloxy]-piperidine-1-carboxylic acid pyrrolidin-3-yl ester). RXN SMILES: C([N:8]1[CH2:12][CH2:11][CH:10]([O:13][C:14]([N:16]2[CH2:21][CH2:20][CH:19]([O:22][C:23]3[CH:28]=[C:27]([N:29]4[C:37]5[C:32](=[CH:33][C:34]([S:38]([CH3:41])(=[O:40])=[O:39])=[CH:35][CH:36]=5)[CH2:31][CH2:30]4)[N:26]=[CH:25][N:24]=3)[CH2:18][CH2:17]2)=[O:15])[CH2:9]1)C1C=CC=CC=1.[H][H]>C(O)C.[Pd]>[NH:8]1[CH2:12][CH2:11][CH:10]([O:13][C:14]([N:16]2[CH2:21][CH2:20][CH:19]([O:22][C:23]3[CH:28]=[C:27]([N:29]4[C:37]5[C:32](=[CH:33][C:34]([S:38]([CH3:41])(=[O:40])=[O:39])=[CH:35][CH:36]=5)[CH2:31][CH2:30]4)[N:26]=[CH:25][N:24]=3)[CH2:18][CH2:17]2)=[O:15])[CH2:9]1. Procedure details: 23a (0.2 mmol) and 30 mg of Pd/C in 3 mL of ethanol were stirred under 60 psi of hydrogen for 12 h. The suspension was filtered on celite with ethanol, evaporated and purified by preparative HPLC to afford 23-1, LCMS 488.1 (MH+). tR=5.21 (Method 5). Reactants: ClC1=CC=C(C=N1)C1=NC2=C(N1C(C(=O)NC1CCCCC1)C1CCCCC1)C=CC=C2 (2-[2-(6-Chloro-pyridin-3-yl)-benzoimidazol-1-yl]-2,N-dicyclohexyl-acetamide), C(C)NCC (diethylamine). Solvent: CN(C)C=O (DMF). Reaction conditions: temperature 120 celsius. Yields the product C1(CCCCC1)C(C(=O)NC1CCCCC1)N1C(=NC2=C1C=CC=C2)C=2C=NC(=CC2)N(CC)CC (2,N-Dicyclohexyl-2-[2-(6-diethylamino-pyridin-3-yl)-benzoimidazol-1-yl]-acetamide). Reaction SMILES: Cl[C:2]1[N:7]=[CH:6][C:5]([C:8]2[N:12]([CH:13]([CH:23]3[CH2:28][CH2:27][CH2:26][CH2:25][CH2:24]3)[C:14]([NH:16][CH:17]3[CH2:22][CH2:21][CH2:20][CH2:19][CH2:18]3)=[O:15])[C:11]3[CH:29]=[CH:30][CH:31]=[CH:32][C:10]=3[N:9]=2)=[CH:4][CH:3]=1.[CH2:33]([NH:35][CH2:36][CH3:37])[CH3:34]>CN(C=O)C>[CH:23]1([CH:13]([N:12]2[C:11]3[CH:29]=[CH:30][CH:31]=[CH:32][C:10]=3[N:9]=[C:8]2[C:5]2[CH:6]=[N:7][C:2]([N:35]([CH2:36][CH3:37])[CH2:33][CH3:34])=[CH:3][CH:4]=2)[C:14]([NH:16][CH:17]2[CH2:22][CH2:21][CH2:20][CH2:19][CH2:18]2)=[O:15])[CH2:28][CH2:27][CH2:26][CH2:25][CH2:24]1. Procedure: 90 mg of 2-[2-(6-Chloro-pyridin-3-yl)-benzoimidazol-1-yl]-2,N-dicyclohexyl-acetamide (example 189) (0.2 mmol, 1 equiv.) were dissolved in DMF (1 ml). 102 ul (1 mmol, 5 equiv.) of diethylamine are added. The mixture was heated to 120° C. for 15 min using microwave heating). The product was isolated via preperative HPLC. MS (ES+): 489 (M+H). Starting materials: C1=COCCC1, ClC(Cl)Cl, OCCCc1ccc(I)cc1, Cc1ccc(S(=O)(=O)[O-])cc1, c1cc[nH+]cc1. As a reaction SMILES: [CH2:1]1[CH2:2][O:3][CH:4]=[CH:5][CH2:6]1.[CH:35]([Cl:36])([Cl:37])[Cl:38].[I:24][c:25]1[cH:26][cH:27][c:28]([CH2:31][CH2:32][CH2:33][OH:34])[cH:29][cH:30]1.[c:7]1([CH3:8])[cH:9][cH:10][c:11]([S:12]([O-:13])(=[O:14])=[O:15])[cH:16][cH:17]1.[nH+:18]1[cH:19][cH:20][cH:21][cH:22][cH:23]1>>[CH2:1]1[CH2:2][O:3][CH:4]([O:34][CH2:33][CH2:32][CH2:31][c:28]2[cH:27][cH:26][c:25]([I:24])[cH:30][cH:29]2)[CH2:5][CH2:6]1. The product is Ic1ccc(CCCOC2CCCCO2)cc1. Reactants: CC(C)=O, CC(=O)CCCC#CCCCO. The product is CC(=O)CCCC#CCCC(=O)O. As a reaction SMILES: [CH3:13][C:14]([CH3:15])=[O:16].[O:1]=[C:2]([CH2:3][CH2:4][CH2:5][C:6]#[C:7][CH2:8][CH2:9][CH2:10][OH:11])[CH3:12]>>[O:1]=[C:2]([CH2:3][CH2:4][CH2:5][C:6]#[C:7][CH2:8][CH2:9][C:10](=[O:11])[OH:16])[CH3:12]. The reactants are OCC#CCCCC#CCCCCC1=C(C(=C(C(=C1C)OC)C)C)OC (1-(12-hydroxydodeca-5,10-diynyl)-2,5-dimethoxy-3,4,6-trimethylbenzene), [Cr](=O)(=O)(O)O.S(O)(O)(=O)=O (chromic acid sulfuric acid). Product: COC1=C(C(=C(C(=C1CCCCC#CCCCC#CC(=O)O)C)OC)C)C (1,4-dimethoxy-2,3,5-trimethyl-6-(11-carboxyundeca-5,10-diynyl)benzene). Reaction SMILES: [OH:1][CH2:2][C:3]#[C:4][CH2:5][CH2:6][CH2:7][C:8]#[C:9][CH2:10][CH2:11][CH2:12][CH2:13][C:14]1[C:19]([CH3:20])=[C:18]([O:21][CH3:22])[C:17]([CH3:23])=[C:16]([CH3:24])[C:15]=1[O:25][CH3:26].[Cr](O)(O)(=O)=[O:28].S(=O)(=O)(O)O>>[CH3:26][O:25][C:15]1[C:14]([CH2:13][CH2:12][CH2:11][CH2:10][C:9]#[C:8][CH2:7][CH2:6][CH2:5][C:4]#[C:3][C:2]([OH:28])=[O:1])=[C:19]([CH3:20])[C:18]([O:21][CH3:22])=[C:17]([CH3:23])[C:16]=1[CH3:24] |f:1.2|. Procedure: By a similar manner to Example 1, 3.56 g (10 mmoles) of 1-(12-hydroxydodeca-5,10-diynyl)-2,5-dimethoxy-3,4,6-trimethylbenzene (II: R=R1 =CH3, Y=CH2OH) was oxidized with chromic acid-sulfuric acid, whereby 12.62 g of 1,4-dimethoxy-2,3,5-trimethyl-6-(11-carboxyundeca-5,10-diynyl)benzene was obtained as an oily substance. In a mixed solvent of acetonitrile (40 ml) and water (20 ml) were dissolved 2.60 g (7.0 mmole) of the compound obtained above and 3.80 g (7.0×3 mmoles) of 2,6-dicarboxypyridine N-... The reactants are O(C1=CC=CC=C1)CCN1CCC(CC1)CNC(=O)C1=CC2=CN=C3C=CC=C(S1)N32 (N-[1-(2-phenoxyethan-1-yl)piperidin-4-ylmethyl]-5-thia-1,8b-diazaacenaphthylene-4-carboxamide), Cl.CO (HCl methanol). The solvent is C(C)O (ethanol). Run at time 30 minute. The product is Cl.Cl.O(C1=CC=CC=C1)CCN1CCC(CC1)CNC(=O)C1=CC2=CN=C3C=CC=C(S1)N32 (N-[1-(2-phenoxyethan-1-yl)piperidin-4-ylmethyl]-5-thia-1,8b-diazaacenaphthylene-4-carboxamide Dihydrochloride). RXN SMILES: [O:1]([CH2:8][CH2:9][N:10]1[CH2:15][CH2:14][CH:13]([CH2:16][NH:17][C:18]([C:20]2[S:30][C:29]3[N:31]4[C:22](=[CH:23][N:24]=[C:25]4[CH:26]=[CH:27][CH:28]=3)[CH:21]=2)=[O:19])[CH2:12][CH2:11]1)[C:2]1[CH:7]=[CH:6][CH:5]=[CH:4][CH:3]=1.[ClH:32].CO>C(O)C>[ClH:32].[ClH:32].[O:1]([CH2:8][CH2:9][N:10]1[CH2:11][CH2:12][CH:13]([CH2:16][NH:17][C:18]([C:20]2[S:30][C:29]3[N:31]4[C:22](=[CH:23][N:24]=[C:25]4[CH:26]=[CH:27][CH:28]=3)[CH:21]=2)=[O:19])[CH2:14][CH2:15]1)[C:2]1[CH:3]=[CH:4][CH:5]=[CH:6][CH:7]=1 |f:1.2,4.5.6|. Procedure details: To a suspension of 414 mg (0.95 mM) of N-[1-(2-phenoxyethan-1-yl)piperidin-4-ylmethyl]-5-thia-1,8b-diazaacenaphthylene-4-carboxamide in ethanol (9 ml) was added 1.0 ml (4 mM) of 4N-HCl/methanol and the mixture was stirred at room temperature for 30 minutes. The resulting crystals were collected by filtration and rinsed with ethanol and ether to provide the title compound. The reactants are OC=1C=C(C=CC1O)CC(=O)N[C@@H](CC=1C(=C(C(=O)OC(C)(C)C)C=CC1)OC)B1OC2(C3C(C(CC2O1)C3)(C)C)C (tert-Butyl 3-((2R)-2-(2-(3,4-dihydroxyphenyl)acetamido)-2-(2,9,9-trimethyl-3,5-dioxa-4-bora-tricyclo[6.1.1.02,6]dec-4-yl)ethyl)-2-methoxybenzoate), Cl (HCl). Product: OC=1C=C(C=CC1O)CC(=O)N[C@@H]1B(OC2=C(C1)C=CC=C2C(=O)O)O ((R)-3-(2-(3,4-dihydroxyphenyl)acetamido)-2-hydroxy-3,4-dihydro-2H-benzo[e][1,2]oxaborinine-8-carboxylic acid). Reaction SMILES: [OH:1][C:2]1[CH:3]=[C:4]([CH2:9][C:10]([NH:12][C@H:13]([B:30]2[O:38]C3C(C)(C4CC(C3)C4(C)C)O2)[CH2:14][C:15]2[C:16]([O:28]C)=[C:17]([CH:25]=[CH:26][CH:27]=2)[C:18]([O:20]C(C)(C)C)=[O:19])=[O:11])[CH:5]=[CH:6][C:7]=1[OH:8].Cl>>[OH:1][C:2]1[CH:3]=[C:4]([CH2:9][C:10]([NH:12][C@H:13]2[CH2:14][C:15]3[CH:27]=[CH:26][CH:25]=[C:17]([C:18]([OH:20])=[O:19])[C:16]=3[O:28][B:30]2[OH:38])=[O:11])[CH:5]=[CH:6][C:7]=1[OH:8]. Reported procedure: tert-Butyl 3-((2R)-2-(2-(3,4-dihydroxyphenyl)acetamido)-2-(2,9,9-trimethyl-3,5-dioxa-4-bora-tricyclo[6.1.1.02,6]dec-4-yl)ethyl)-2-methoxybenzoate (200 mg) was mixed with 3 ml of 3N HCl and the reaction mixture was heated at reflux for 1 hr. The reaction solution was cooled and washed with dichloromethane three times. The crude product in the aqueous phase was purified by reverse phase preparative HPLC and dried using lyophilization. ESI-MS m/z 358 (MH)+.